This data is from the Open Reaction Database (ORD), a public repository of structured organic reaction records. The task is: describe an organic reaction: reactants, conditions, products, and yield The reactants are CC(C)(C#N)c1cc(Br)cc(B2OC(C)(C)C(C)(C)O2)c1, COCCOC, Ic1ccnc2[nH]ncc12, [Na+], [Na+], O=C([O-])[O-], c1ccc(P(c2ccccc2)(c2ccccc2)[Pd](P(c2ccccc2)(c2ccccc2)c2ccccc2)(P(c2ccccc2)(c2ccccc2)c2ccccc2)P(c2ccccc2)(c2ccccc2)c2ccccc2)cc1. Yields the product CC(C)(C#N)c1cc(Br)cc(-c2ccnc3[nH]ncc23)c1. Reaction SMILES: [Br:11][c:12]1[cH:13][c:14]([C:27]([C:28]#[N:29])([CH3:30])[CH3:31])[cH:15][c:16]([B:18]2[O:19][C:20]([CH3:21])([CH3:22])[C:23]([CH3:24])([CH3:25])[O:26]2)[cH:17]1.[CH3:38][O:39][CH2:40][CH2:41][O:42][CH3:43].[I:1][c:2]1[c:3]2[c:4]([n:5][cH:6][cH:7]1)[nH:8][n:9][cH:10]2.[Na+:32].[Na+:33].[O-:34][C:35](=[O:36])[O-:37].[cH:44]1[cH:45][cH:46][c:47]([P:48]([Pd:49]([P:50]([c:51]2[cH:52][cH:53][cH:54][cH:55][cH:56]2)([c:57]2[cH:58][cH:59][cH:60][cH:61][cH:62]2)[c:63]2[cH:64][cH:65][cH:66][cH:67][cH:68]2)([P:69]([c:70]2[cH:71][cH:72][cH:73][cH:74][cH:75]2)([c:76]2[cH:77][cH:78][cH:79][cH:80][cH:81]2)[c:82]2[cH:83][cH:84][cH:85][cH:86][cH:87]2)[P:88]([c:89]2[cH:90][cH:91][cH:92][cH:93][cH:94]2)([c:95]2[cH:96][cH:97][cH:98][cH:99][cH:100]2)[c:101]2[cH:102][cH:103][cH:104][cH:105][cH:106]2)([c:107]2[cH:108][cH:109][cH:110][cH:111][cH:112]2)[c:113]2[cH:114][cH:115][cH:116][cH:117][cH:118]2)[cH:119][cH:120]1>>[c:2]1(-[c:16]2[cH:15][c:14]([C:27]([C:28]#[N:29])([CH3:30])[CH3:31])[cH:13][c:12]([Br:11])[cH:17]2)[c:3]2[c:4]([n:5][cH:6][cH:7]1)[nH:8][n:9][cH:10]2. Reactants: BrC1=NC=CC=C1N(C(OC(C)(C)C)=O)CCCC=C (tert-butyl (2-bromopyridin-3-yl)(pent-4-en-1-yl)carbamate), C1=CC=C(C=C1)P(C2=CC=CC=C2)C3=CC=CC=C3 (PPh3), CC(=O)[O-].[K+] (KOAc), C=C1C2=C(N(CCC1)C(=O)OC(C)(C)C)C=CC=N2 (tert-butyl 9-methylene-6,7,8,9-tetrahydro-5H-pyrido[3,2-b]azepine-5-carboxylate). Reagents/catalysts: CC(=O)[O-].CC(=O)[O-].[Pd+2] (Pd(OAc)2), O.[Cl-].C(C)[N+](CC)(CC)CC (tetraethyl ammonium chloride hydrate). Solvent: CN(C)C=O (DMF), CCOC(=O)C (EtOAc), C(=O)(O)[O-].[Na+] (NaHCO3). Reaction conditions: temperature 110 celsius, time 16 hour. Product: O=C1C2=C(N(CCC1)C(=O)OC(C)(C)C)C=CC=N2 (tert-butyl 9-oxo-6,7,8,9-tetrahydro-5H-pyrido[3,2-b]azepine-5-carboxylate). Reaction SMILES: C=[C:2]1[CH2:8][CH2:7][CH2:6][N:5]([C:9]([O:11][C:12]([CH3:15])([CH3:14])[CH3:13])=[O:10])[C:4]2[CH:16]=[CH:17][CH:18]=[N:19][C:3]1=2.BrC1C(N(CCCC=C)C(=O)[O:29]C(C)(C)C)=CC=CN=1.C1C=CC(P(C2C=CC=CC=2)C2C=CC=CC=2)=CC=1.CC([O-])=O.[K+]>CN(C=O)C.O.[Cl-].C([N+](CC)(CC)CC)C.CCOC(C)=O.C([O-])(O)=O.[Na+].CC([O-])=O.CC([O-])=O.[Pd+2]>[O:29]=[C:2]1[CH2:8][CH2:7][CH2:6][N:5]([C:9]([O:11][C:12]([CH3:15])([CH3:14])[CH3:13])=[O:10])[C:4]2[CH:16]=[CH:17][CH:18]=[N:19][C:3]1=2 |f:3.4,6.7.8,10.11,12.13.14|. Procedure: tert-butyl 9-methylene-6,7,8,9-tetrahydro-5H-pyrido[3,2-b]azepine-5-carboxylate. To a solution of tert-butyl (2-bromopyridin-3-yl)(pent-4-en-1-yl)carbamate (1 eq.) in DMF (0.2 M), PPh3 (0.25 eq.), Pd(OAc)2 (0.1 eq), and KOAc (5 eq.), is added, under an argon atmosphere, tetraethyl ammonium chloride hydrate (2 eq.). The flask is purged with argon for 15 min, and the resulting reaction mixture is stirred at 110° C. for 16 h. The reaction progress is monitored by TLC. The reaction mixture is dilute... The reactants are [NH4+].[Cl-] (NH4Cl), IC1=CC=C(OCCCCC(=O)O)C=C1 (5-(4-iodophenoxy)pentanoic acid), S(=O)(Cl)Cl (thionyl chloride), [OH-].[Na+] (NaOH), Cl.C(C)(C)(C)ON (O-tert-butylhydroxylamine hydrochloride). The solvent is C(C)(=O)OCC (ethyl acetate). Run at time 20 hour. Yields the product C(C)(C)(C)ONC(CCCCOC1=CC=C(C=C1)I)=O (O-tert-butyl 5-(4-iodophenoxy)pentanohydroxamic acid). RXN SMILES: [I:1][C:2]1[CH:15]=[CH:14][C:5]([O:6][CH2:7][CH2:8][CH2:9][CH2:10][C:11]([OH:13])=O)=[CH:4][CH:3]=1.S(Cl)(Cl)=O.[OH-].[Na+].Cl.[C:23]([O:27][NH2:28])([CH3:26])([CH3:25])[CH3:24].[NH4+].[Cl-]>C(OCC)(=O)C>[C:23]([O:27][NH:28][C:11](=[O:13])[CH2:10][CH2:9][CH2:8][CH2:7][O:6][C:5]1[CH:4]=[CH:3][C:2]([I:1])=[CH:15][CH:14]=1)([CH3:26])([CH3:25])[CH3:24] |f:2.3,4.5,6.7|. Procedure details: A mixture of 5-(4-iodophenoxy)pentanoic acid (6.00 g, 18.8 mmol) and excess thionyl chloride was heated at reflux for 30 minutes. The reaction mixture was cooled to ambient temperature and concentrated in vacuo. The residue was azeotroped three times with ethyl ether and then was taken up in THF. To the acid chloride solution was added an aqueous solution of O-tert-butylhydroxylamine (24 mmol; prepared by adding aqueous 3M NaOH to an aqueous solution of O-tert-butylhydroxylamine hydrochloride) a... Starting materials: ice water, FC(C(=O)NC=1C=C(C=CC1)CC(=O)OC)(F)F (methyl 2-(3-(2,2,2-trifluoroacetamido)phenyl)acetate), ClS(=O)(=O)O (ClSO2OH). Reaction conditions: time 2 hour. Yields the product crude product, ClS(=O)(=O)C1=C(C=C(C=C1)NC(C(F)(F)F)=O)CC(=O)OC (methyl 2-(2-(chlorosulfonyl)-5-(2,2,2-trifluoroacetamido)phenyl)acetate). As a reaction SMILES: [F:1][C:2]([F:18])([F:17])[C:3]([NH:5][C:6]1[CH:7]=[C:8]([CH2:12][C:13]([O:15][CH3:16])=[O:14])[CH:9]=[CH:10][CH:11]=1)=[O:4].[Cl:19][S:20](O)(=[O:22])=[O:21]>>[Cl:19][S:20]([C:9]1[CH:10]=[CH:11][C:6]([NH:5][C:3](=[O:4])[C:2]([F:17])([F:18])[F:1])=[CH:7][C:8]=1[CH2:12][C:13]([O:15][CH3:16])=[O:14])(=[O:22])=[O:21]. Reported procedure: To methyl 2-(3-(2,2,2-trifluoroacetamido)phenyl)acetate (1.0 g, 3.8 mmol) at 0° C. was added ClSO2OH (2.3 g, 19.2 mmol). Then the mixture was stirred at room temperature for 2 hr. The mixture was poured into ice water and extracted with DCM. The combined organic layer were dried and concentrated to give the crude product methyl 2-(2-(chlorosulfonyl)-5-(2,2,2-trifluoroacetamido)phenyl)acetate. The product used directly to next reaction. The reactants are CC(C)(C)S(=O)NC1(c2ccc(Br)cc2)COC1, CCOC(C)=O, CCCCCC, ClCCl, Cl. Reaction SMILES: [Br:1][c:2]1[cH:3][cH:4][c:5]([C:8]2([NH:12][S:13]([C:14]([CH3:15])([CH3:16])[CH3:17])=[O:18])[CH2:9][O:10][CH2:11]2)[cH:6][cH:7]1.[CH3:23][CH2:24][O:25][C:26](=[O:27])[CH3:28].[CH3:29][CH2:30][CH2:31][CH2:32][CH2:33][CH3:34].[Cl:20][CH2:21][Cl:22].[ClH:19]>>[Br:1][c:2]1[cH:3][cH:4][c:5]([C:8]2([NH2:12])[CH2:9][O:10][CH2:11]2)[cH:6][cH:7]1.[ClH:19]. Yields the product NC1(c2ccc(Br)cc2)COC1, Cl.